Dataset: the Open Reaction Database (ORD), a public repository of structured organic reaction records. Task: describe an organic reaction: reactants, conditions, products, and yield Starting materials: ClC1=C(C(=O)OC)C=C(C=C1)S(=O)(=O)C (methyl 2-chloro-5-methanesulfonylbenzoate), N1CCOCC1 (morpholine), C([O-])([O-])=O.[Cs+].[Cs+] (cesium carbonate), C1(=CC=CC=C1)P(C1=C(C2=CC=CC=C2C=C1)C1=C(C=CC2=CC=CC=C12)P(C1=CC=CC=C1)C1=CC=CC=C1)C1=CC=CC=C1 (2,2′-bis(diphenylphosphino)-1,1′-binaphthyl). Yields the product CS(=O)(=O)C=1C=CC(=C(C(=O)OC)C1)N1CCOCC1 (methyl 5-methanesulfonyl-2-(morpholin-4-yl)benzoate), crude product. Procedure details: To a solution of methyl 2-chloro-5-methanesulfonylbenzoate (23.4 g, 94 mmol) in toluene (250 ml) were added morpholine (9.8 ml, 113 mmol), cesium carbonate (40 g, 122 mmol), palladium acetate (380 mg, 1.4 mmol) and 2,2′-bis(diphenylphosphino)-1,1′-binaphthyl (1.06 g, 1.7 mmol). After stirring overnight with heating under reflux, ethyl acetate (250 ml) was added. The organic layer was washed successively with water (200 ml×2) and saturated brine (200 ml), and dried over magnesium sulfate. Filtrat... Run in C(C)(=O)OCC (ethyl acetate), C1(=CC=CC=C1)C (toluene). The reagents and catalysts are C(C)(=O)[O-].[Pd+2].C(C)(=O)[O-] (palladium acetate). As a reaction SMILES: Cl[C:2]1[CH:11]=[CH:10][C:9]([S:12]([CH3:15])(=[O:14])=[O:13])=[CH:8][C:3]=1[C:4]([O:6][CH3:7])=[O:5].[NH:16]1[CH2:21][CH2:20][O:19][CH2:18][CH2:17]1.C(=O)([O-])[O-].[Cs+].[Cs+].C1(P(C2C=CC=CC=2)C2C=CC3C(=CC=CC=3)C=2C2C3C(=CC=CC=3)C=CC=2P(C2C=CC=CC=2)C2C=CC=CC=2)C=CC=CC=1>C1(C)C=CC=CC=1.C([O-])(=O)C.[Pd+2].C([O-])(=O)C.C(OCC)(=O)C>[CH3:15][S:12]([C:9]1[CH:10]=[CH:11][C:2]([N:16]2[CH2:21][CH2:20][O:19][CH2:18][CH2:17]2)=[C:3]([CH:8]=1)[C:4]([O:6][CH3:7])=[O:5])(=[O:14])=[O:13] |f:2.3.4,7.8.9|. Run at time 8 hour.